The task is: describe an organic reaction: reactants, conditions, products, and yield. This data is from the Open Reaction Database (ORD), a public repository of structured organic reaction records. Reactants: CC(C)(C)OC(=O)N1CCCC1c1ncc(-c2ccc(Br)c3ccccc23)[nH]1, ClCCl, O=C(O)C(F)(F)F. Yields the product Brc1ccc(-c2cnc(C3CCCN3)[nH]2)c2ccccc12. RXN SMILES: [C:1]([O:2][C:3](=[O:4])[N:8]1[CH:9]([c:13]2[nH:14][c:15](-[c:18]3[cH:19][cH:20][c:21]([Br:28])[c:22]4[cH:23][cH:24][cH:25][cH:26][c:27]34)[cH:16][n:17]2)[CH2:10][CH2:11][CH2:12]1)([CH3:5])([CH3:6])[CH3:7].[Cl:36][CH2:37][Cl:38].[OH:29][C:30]([C:31]([F:32])([F:33])[F:34])=[O:35]>>[NH:8]1[CH:9]([c:13]2[nH:14][c:15](-[c:18]3[cH:19][cH:20][c:21]([Br:28])[c:22]4[cH:23][cH:24][cH:25][cH:26][c:27]34)[cH:16][n:17]2)[CH2:10][CH2:11][CH2:12]1.